From a dataset of the Open Reaction Database (ORD), a public repository of structured organic reaction records. describe an organic reaction: reactants, conditions, products, and yield Starting materials: [N+](=[N-])=C (diazomethane), C(C)(=O)N[C@H]1[C@@H](OCC2=CC=CC=C2)O[C@@H]([C@H]([C@@H]1OCC(=O)O)OCC1=CC=CC=C1)COCC1=CC=CC=C1 (Benzyl 2-acetamido-4,6-di-O-benzyl-3-O-carboxymethyl-2-deoxy-α-D-glucopyrano-side), ClCCl.CO (dichloromethane methanol), [N+](=[N-])=C (diazomethane), C(C)OCC (diethyl ether), C(C)(=O)O (acetic acid). Reaction conditions: time 1 hour. Yields the product C(C)(=O)N[C@H]1[C@@](OCC2=CC=CC=C2)(O[C@@H]([C@H]([C@@H]1OC(=O)OC)OCC1=CC=CC=C1)COCC1=CC=CC=C1)C (Benzyl 2-acetamido-4,6-di-O-benzyl-2-deoxy-3-O-(methoxycarbonyl)-methyl-α-D-glucopyranoside). RXN SMILES: C(N[C@@H:5]1[C@@H:18]([O:19][CH2:20]C(O)=O)[C@H:17]([O:24][CH2:25][C:26]2[CH:31]=[CH:30][CH:29]=[CH:28][CH:27]=2)[C@@H:16]([CH2:32][O:33][CH2:34][C:35]2[CH:40]=[CH:39][CH:38]=[CH:37][CH:36]=2)[O:15][C@@H:6]1[O:7][CH2:8][C:9]1[CH:14]=[CH:13][CH:12]=[CH:11][CH:10]=1)(=O)C.ClCCl.C[OH:45].[N+:46](=[CH2:48])=[N-].[C:49]([OH:52])(=O)[CH3:50].C([O:55][CH2:56]C)C>>[C:49]([NH:46][C@@H:48]1[C@@H:18]([O:19][C:20]([O:55][CH3:56])=[O:45])[C@H:17]([O:24][CH2:25][C:26]2[CH:31]=[CH:30][CH:29]=[CH:28][CH:27]=2)[C@@H:16]([CH2:32][O:33][CH2:34][C:35]2[CH:36]=[CH:37][CH:38]=[CH:39][CH:40]=2)[O:15][C@:6]1([CH3:5])[O:7][CH2:8][C:9]1[CH:14]=[CH:13][CH:12]=[CH:11][CH:10]=1)(=[O:52])[CH3:50] |f:1.2|. Procedure: To a stirred solution of 9 (496 mg, 0.9 mmol) in a mixture dichloromethane-methanol (2:1, 9 ml) at 0° C. the solution of diazomethane in diethyl ether was added until a yellow coloration persisted. After standing at room temperature for 1 h, the excess diazomethane was decomposed with acetic acid and the mixture was evaporated. The residue was crystallized from n-heptane to afford 485 mg (86%,) of 11; m.p. 116-117.5° C., [α]D +121° (c 0.4, chloroform). IR (tetrachloromethane): 3 368 (N—H, NHAc);... Starting materials: S(=O)(Cl)Cl (thionyl chloride), FC(OC1=CC=C(C(C(C)(C)C)O)C=C1)(F)F (4-Trifluoromethoxy-α-t-butylbenzyl alcohol). Run at time 8 hour. The product is ClC(C(C)(C)C)C1=CC=C(C=C1)OC(F)(F)F (p-(1-Chloro-2,2-dimethylpropyl)-α,α,α-trifluoroanisole). As a reaction SMILES: S(Cl)([Cl:3])=O.[F:5][C:6]([F:21])([F:20])[O:7][C:8]1[CH:19]=[CH:18][C:11]([CH:12](O)[C:13]([CH3:16])([CH3:15])[CH3:14])=[CH:10][CH:9]=1>>[Cl:3][CH:12]([C:11]1[CH:18]=[CH:19][C:8]([O:7][C:6]([F:21])([F:20])[F:5])=[CH:9][CH:10]=1)[C:13]([CH3:16])([CH3:15])[CH3:14]. Procedure details: To freshly distilled thionyl chloride (14.87 g, 0.125 mol) cooled in salt ice bath is added in portions the neopentyl alcohol of Example 24 (12.4 g, 0.05 mol) over 30 minutes. The ice bath is removed and the slurry is left to stand overnight. Evaporation of excess thionyl chloride gives a solid. The reactants are (p-trifluoromethyl)acetophenone, C=1C=CC2=C(C1)N=NN2O (HOBt), Cl.NCC(=O)N1CCC(CC1)OC1=C(C=CC=C1)Cl (2-amino-1-[4-(2-chloro-phenoxy)-piperidin-1-yl]-ethanone hydrochloride), CCN(C(C)C)C(C)C (DIPEA), FC(C1=CC=C(C=C1)C1=CC(=NN1)C(=O)O)(F)F (5-(4-trifluoromethyl-phenyl)-1H-pyrazole-3-carboxylic acid), Intermediate 29, CCN=C=NCCCN(C)C.Cl (EDCI.HCl). Run in CN(C)C=O (DMF), O (water). Reaction conditions: time 8 hour. The product is ClC1=C(OC2CCN(CC2)C(CNC(=O)C2=NNC(=C2)C2=CC=C(C=C2)C(F)(F)F)=O)C=CC=C1 (5-(4-trifluoromethyl-phenyl)-1H-pyrazole-3-carboxylic acid {2-[4-(2-chloro-phenoxy)-piperidin-1-yl]-2-oxo-ethyl}-amide). Isolated yield 48.2%. As a reaction SMILES: CCN(C(C)C)C(C)C.[F:10][C:11]([F:27])([F:26])[C:12]1[CH:17]=[CH:16][C:15]([C:18]2[NH:22][N:21]=[C:20]([C:23]([OH:25])=O)[CH:19]=2)=[CH:14][CH:13]=1.C1C=CC2N(O)N=NC=2C=1.CCN=C=NCCCN(C)C.Cl.Cl.[NH2:51][CH2:52][C:53]([N:55]1[CH2:60][CH2:59][CH:58]([O:61][C:62]2[CH:67]=[CH:66][CH:65]=[CH:64][C:63]=2[Cl:68])[CH2:57][CH2:56]1)=[O:54]>CN(C=O)C.O>[Cl:68][C:63]1[CH:64]=[CH:65][CH:66]=[CH:67][C:62]=1[O:61][CH:58]1[CH2:57][CH2:56][N:55]([C:53](=[O:54])[CH2:52][NH:51][C:23]([C:20]2[CH:19]=[C:18]([C:15]3[CH:14]=[CH:13][C:12]([C:11]([F:10])([F:27])[F:26])=[CH:17][CH:16]=3)[NH:22][N:21]=2)=[O:25])[CH2:60][CH2:59]1 |f:3.4,5.6|. Procedure details: DIPEA (150 mg, 1.15 mmol) was added to a stirred solution of 5-(4-trifluoromethyl-phenyl)-1H-pyrazole-3-carboxylic acid (84 mg, 0.33 mmol) (prepared by the method used for the synthesis of Intermediate 29, starting from (p-trifluoromethyl)acetophenone) in DMF (2 mL) followed by HOBt (46 mg, 0.34 mmol) and EDCI.HCl (66 mg, 0.34 mmol). After 2 minutes 2-amino-1-[4-(2-chloro-phenoxy)-piperidin-1-yl]-ethanone hydrochloride (prepared according to Step 1 and 5 of the General Scheme) (100 mg, 0.33 mmol... Starting materials: CO, O=C(O)C=Cc1cccc(C(F)(F)F)c1. The product is O=C(O)CCc1cccc(C(F)(F)F)c1. RXN SMILES: [CH3:16][OH:17].[F:1][C:2]([c:3]1[cH:4][c:5]([CH:6]=[CH:7][C:8](=[O:9])[OH:10])[cH:11][cH:12][cH:13]1)([F:14])[F:15]>>[F:1][C:2]([c:3]1[cH:4][c:5]([CH2:6][CH2:7][C:8](=[O:9])[OH:10])[cH:11][cH:12][cH:13]1)([F:14])[F:15]. Reported procedure: When an equivalent quantity of α-(o-chlorophenyl)-α-[2-(diisopropylamino)ethyl]acetonitrile prepared according to the first paragraph of Example 19, is substituted for α-(o-fluorophenyl)-α-[2-(diisopropylamino)ethyl]acetonitrile called for in Example 20 and the procedure detailed in the second paragraph of that example is substantially repeated, there is obtained α-(o-chlorophenyl)-α-[2-(diisopropylamino)ethyl]-α-(2-piperidinoethyl)acetonitrile, as an oil boiling at about 190°-195° C. at 0.3 mm.... Reactants: ClC1=C(C=CC=C1)C(C#N)CCN(C(C)C)C(C)C (α-(o-chlorophenyl)-α-[2-(diisopropylamino)ethyl]acetonitrile), FC1=C(C=CC=C1)C(C#N)CCN(C(C)C)C(C)C (α-(o-fluorophenyl)-α-[2-(diisopropylamino)ethyl]acetonitrile). The product is ClC1=C(C=CC=C1)C(C#N)(CCN1CCCCC1)CCN(C(C)C)C(C)C (α-(o-chlorophenyl)-α-[2-(diisopropylamino)ethyl]-α-(2-piperidinoethyl)acetonitrile). Reaction SMILES: [Cl:1][C:2]1[CH:7]=[CH:6][CH:5]=[CH:4][C:3]=1[CH:8]([CH2:11][CH2:12][N:13]([CH:17]([CH3:19])[CH3:18])[CH:14]([CH3:16])[CH3:15])[C:9]#[N:10].FC1C=CC=CC=1[CH:27]([CH2:30][CH2:31][N:32]([CH:36]([CH3:38])C)[CH:33]([CH3:35])C)C#N>>[Cl:1][C:2]1[CH:7]=[CH:6][CH:5]=[CH:4][C:3]=1[C:8]([CH2:11][CH2:12][N:13]([CH:17]([CH3:19])[CH3:18])[CH:14]([CH3:15])[CH3:16])([CH2:38][CH2:36][N:32]1[CH2:31][CH2:30][CH2:27][CH2:35][CH2:33]1)[C:9]#[N:10]. The reactants are CSc1sc(C(=N)NC(=O)OC(C)(C)C)cc1S(=O)(=O)c1cccc(-c2c(C)cccc2N)c1, C1CCOC1, COC(=O)CC(=O)Cl, CCOC(C)=O. Yields the product COC(=O)CC(=O)Nc1cccc(C)c1-c1cccc(S(=O)(=O)c2cc(C(=N)NC(=O)OC(C)(C)C)sc2SC)c1. Reaction SMILES: [C:1]([CH3:2])([CH3:3])([CH3:4])[O:5][C:6]([NH:7][C:8](=[NH:9])[c:10]1[s:11][c:12]([S:32][CH3:33])[c:13]([S:15](=[O:16])(=[O:17])[c:18]2[cH:19][c:20](-[c:24]3[c:25]([NH2:31])[cH:26][cH:27][cH:28][c:29]3[CH3:30])[cH:21][cH:22][cH:23]2)[cH:14]1)=[O:34].[CH2:35]1[O:36][CH2:37][CH2:38][CH2:39]1.[CH3:40][O:41][C:42]([CH2:43][C:44](=[O:45])[Cl:46])=[O:47].[CH3:48][CH2:49][O:50][C:51]([CH3:52])=[O:53]>>[C:1]([CH3:2])([CH3:3])([CH3:4])[O:5][C:6]([NH:7][C:8](=[NH:9])[c:10]1[s:11][c:12]([S:32][CH3:33])[c:13]([S:15](=[O:16])(=[O:17])[c:18]2[cH:19][c:20](-[c:24]3[c:25]([NH:31][C:44]([CH2:43][C:42]([O:41][CH3:40])=[O:47])=[O:45])[cH:26][cH:27][cH:28][c:29]3[CH3:30])[cH:21][cH:22][cH:23]2)[cH:14]1)=[O:34]. Reactants: COC(CC(C)=O)OC (acetylacetaldehyde dimethyl acetal), ice, O=C(CC(=O)OCC)C (ethyl 3-oxobutanoate), C(C)(=O)O (acetic acid), N(=O)[O-].[Na+] (sodium nitrite). Reagents/catalysts: [Zn] (zinc), [Zn] (Zinc), [Zn] (zinc). Solvent: CCCCCCC (heptane). Reaction conditions: temperature 0 celsius, time 48 hour. The product is C(C)OC(=O)C=1NC(=CC1)C (5-Methyl-1H-pyrrole-2-carboxylic acid ethyl ester). The yield is 13.6%. Reaction SMILES: O=[C:2]([CH3:9])[CH2:3][C:4]([O:6][CH2:7][CH3:8])=[O:5].[C:10](O)(=O)[CH3:11].[N:14]([O-])=O.[Na+].COC(OC)CC(=O)C>[Zn].CCCCCCC>[CH2:7]([O:6][C:4]([C:3]1[NH:14][C:10]([CH3:11])=[CH:9][CH:2]=1)=[O:5])[CH3:8] |f:2.3|. Procedure: To a 4-neck 22 L round bottom flask equipped with an overhead stirrer, liquid addition funnel, nitrogen inlet and an internal temperature probe was charged ethyl 3-oxobutanoate (1952 g, 15.0 mol) and glacial acetic acid (5 L). The resulting solution was cooled to 0° C. with an ice water bath and an aqueous solution of sodium nitrite (1242 g, 18.0 mol, 1.2 eq, in 1875 ml of water) was added slowly (4.5 h) not allowing the internal temperature above 10° C. The homogeneous red solution was allowed ... Starting materials: CCOc1ccc(C(O)c2cc(Br)ccc2Cl)cc1F, ClCCl. Yields the product CCOc1ccc(Cc2cc(Br)ccc2Cl)cc1F. RXN SMILES: [Br:1][c:2]1[cH:3][cH:4][c:5]([Cl:20])[c:6]([CH:8]([OH:9])[c:10]2[cH:11][c:12]([F:19])[c:13]([O:16][CH2:17][CH3:18])[cH:14][cH:15]2)[cH:7]1.[Cl:21][CH2:22][Cl:23]>>[Br:1][c:2]1[cH:3][cH:4][c:5]([Cl:20])[c:6]([CH2:8][c:10]2[cH:11][c:12]([F:19])[c:13]([O:16][CH2:17][CH3:18])[cH:14][cH:15]2)[cH:7]1. Reactants: FC=1C=C2C(=C(C(=NC2=CC1OC)C1=CC(=CC=C1)C(F)(F)F)C)C(=O)O (6-fluoro-3-methyl-7-(methyloxy)-2-[3-(trifluoromethyl)phenyl]-4-quinolinecarboxylic acid), Br (hydrobromic acid). Run in O (water), C(C)(=O)O (acetic acid). The product is FC=1C=C2C(=C(C(=NC2=CC1O)C1=CC(=CC=C1)C(F)(F)F)C)C(=O)O (6-fluoro-7-hydroxy-3-methyl-2-[3-(trifluoromethyl)phenyl]-4-quinolinecarboxylic acid). Yield: 98.9%. Reaction SMILES: [F:1][C:2]1[CH:3]=[C:4]2[C:9](=[CH:10][C:11]=1[O:12]C)[N:8]=[C:7]([C:14]1[CH:19]=[CH:18][CH:17]=[C:16]([C:20]([F:23])([F:22])[F:21])[CH:15]=1)[C:6]([CH3:24])=[C:5]2[C:25]([OH:27])=[O:26].Br>C(O)(=O)C.O>[F:1][C:2]1[CH:3]=[C:4]2[C:9](=[CH:10][C:11]=1[OH:12])[N:8]=[C:7]([C:14]1[CH:19]=[CH:18][CH:17]=[C:16]([C:20]([F:23])([F:21])[F:22])[CH:15]=1)[C:6]([CH3:24])=[C:5]2[C:25]([OH:27])=[O:26]. Procedure: To a solution of 6-fluoro-3-methyl-7-(methyloxy)-2-[3-(trifluoromethyl)phenyl]-4-quinolinecarboxylic acid (19.5 g, 51.4 mmol) in acetic acid (50 mL) was added hydrobromic acid (140 mL, 2.57 mol) slowly. The resulting mixture was heated to reflux for 5 days. The mixture was cooled to room temperature, diluted with water and filtered. The filter cake was washed with water and air dried to afford 6-fluoro-7-hydroxy-3-methyl-2-[3-(trifluoromethyl)phenyl]-4-quinolinecarboxylic acid (18.57 g, 99% yiel...